From a dataset of the Open Reaction Database (ORD), a public repository of structured organic reaction records. describe an organic reaction: reactants, conditions, products, and yield Reactants: ice water, C([O-])([O-])=O.[K+].[K+] (potassium carbonate), ClC1=C(C=CC(=C1)OC(C)CC)O (2-chloro-4-sec-butoxyphenol), ClC1=CC=C(CCl)C=C1 (p-chlorobenzyl chloride). Solvent: CN(C=O)C (N,N-dimethylformamide). Conditions: time 8 hour. Product: C(C)(CC)OC1=CC(=C(C=C1)OCC1=CC=C(C=C1)Cl)Cl (1-sec-butoxy-3-chloro-4-(4-chlorobenzyloxy)benzene). Isolated yield 78.9%. Reaction SMILES: C(=O)([O-])[O-].[K+].[K+].[Cl:7][C:8]1[CH:13]=[C:12]([O:14][CH:15]([CH2:17][CH3:18])[CH3:16])[CH:11]=[CH:10][C:9]=1[OH:19].[Cl:20][C:21]1[CH:28]=[CH:27][C:24]([CH2:25]Cl)=[CH:23][CH:22]=1>CN(C)C=O>[CH:15]([O:14][C:12]1[CH:11]=[CH:10][C:9]([O:19][CH2:25][C:24]2[CH:27]=[CH:28][C:21]([Cl:20])=[CH:22][CH:23]=2)=[C:8]([Cl:7])[CH:13]=1)([CH2:17][CH3:18])[CH3:16] |f:0.1.2|. Procedure details: A mixture of 0.30 g of potassium carbonate, 0.40 g of 2-chloro-4-sec-butoxyphenol, 0.32 g of p-chlorobenzyl chloride and 15 ml of N,N-dimethylformamide was stirred at room temperature overnight. The reaction mixture was poured into ice-water and extracted twice with 100 ml of ethyl acetate. The extracts were combined together, washed with water, dried over anhydrous magnesium sulfate and concentrated under reduced pressure. The residue was subjected to silica gel chromatography to give 0.51 g of... Starting materials: O1CCC(CC1)OCC1CCN(CC1)C=1C=CC=2N(N1)C(=NN2)C(F)(F)F (6-[4-[(tetrahydro-2H-pyran-4-yloxy)methyl]piperidin-1-yl]-3-(trifluoromethyl)[1,2,4]triazolo[4,3-b]pyridazine), O.C1(=CC=C(C=C1)S(=O)(=O)O)C (p-toluenesulfonic acid monohydrate), CC(=C)C (2-methylpropene). Run in C(Cl)Cl (DCM), C(Cl)Cl (DCM). Run at time 2 day. Product: C(C)(C)(C)OCC1CCN(CC1)C=1C=CC=2N(N1)C(=NN2)C(F)(F)F (6-(4-(tert-butoxymethyl)piperidin-1-yl)-3-(trifluoromethyl)-[1,2,4]triazolo[4,3-b]pyridazine). The yield is 54.8%. As a reaction SMILES: O1C[CH2:5][CH:4]([O:7][CH2:8][CH:9]2[CH2:14][CH2:13][N:12]([C:15]3[CH:16]=[CH:17][C:18]4[N:19]([C:21]([C:24]([F:27])([F:26])[F:25])=[N:22][N:23]=4)[N:20]=3)[CH2:11][CH2:10]2)[CH2:3]C1.O.[C:29]1(C)C=CC(S(O)(=O)=O)=CC=1.CC(C)=C>C(Cl)Cl>[C:4]([O:7][CH2:8][CH:9]1[CH2:10][CH2:11][N:12]([C:15]2[CH:16]=[CH:17][C:18]3[N:19]([C:21]([C:24]([F:27])([F:25])[F:26])=[N:22][N:23]=3)[N:20]=2)[CH2:13][CH2:14]1)([CH3:5])([CH3:29])[CH3:3] |f:1.2|. Reported procedure: A stirred solution of [1-(3-(trifluoromethyl)-[1,2,4]triazolo[4,3-b]pyridazin-6-yl)piperidin-4-yl]methanol (obtained as described in Example 294, preparation of starting materials) (151 mg, 0.5 mmol) and p-toluenesulfonic acid monohydrate (190 mg, 1.0 mmol) in DCM (2 mL) was cooled to −70° C. and 2-methylpropene (1 mL, 10.48 mmol) was condensed in from a cylinder. The mixture was stirred for 2 days at ambient temperature in a sealed tube. The tube was re-cooled to open then allowed to warm to am... The reactants are BrCCN1N=C(C(=C1)NC(=O)C=1C=NN2C1N=CC=C2)C2=C(C=CC(=C2)Cl)OC(F)F (N-[1-(2-bromoethyl)-3-[5-chloro-2-(difluoromethoxy)phenyl]-1H-pyrazol-4-yl]pyrazolo[1,5-a]pyrimidine-3-carboxamide), N1=CC(=CC=C1)CN (pyridin-3-ylmethanamine). Solvent: CC#N (MeCN). Conditions: temperature 70 celsius, time 12 hour. Product: ClC=1C=CC(=C(C1)C1=NN(C=C1NC(=O)C=1C=NN2C1N=CC=C2)CCNCC=2C=NC=CC2)OC(F)F (N-[3-[5-chloro-2-(difluoromethoxy)phenyl]-1-[2-[(pyridin-3-ylmethyl)amino]ethyl]-1H-pyrazol-4-yl]pyrazolo[1,5-a]pyrimidine-3-carboxamide). Reaction SMILES: Br[CH2:2][CH2:3][N:4]1[CH:8]=[C:7]([NH:9][C:10]([C:12]2[CH:13]=[N:14][N:15]3[CH:20]=[CH:19][CH:18]=[N:17][C:16]=23)=[O:11])[C:6]([C:21]2[CH:26]=[C:25]([Cl:27])[CH:24]=[CH:23][C:22]=2[O:28][CH:29]([F:31])[F:30])=[N:5]1.[N:32]1[CH:37]=[CH:36][CH:35]=[C:34]([CH2:38][NH2:39])[CH:33]=1>CC#N>[Cl:27][C:25]1[CH:24]=[CH:23][C:22]([O:28][CH:29]([F:31])[F:30])=[C:21]([C:6]2[C:7]([NH:9][C:10]([C:12]3[CH:13]=[N:14][N:15]4[CH:20]=[CH:19][CH:18]=[N:17][C:16]=34)=[O:11])=[CH:8][N:4]([CH2:3][CH2:2][NH:39][CH2:38][C:34]3[CH:33]=[N:32][CH:37]=[CH:36][CH:35]=3)[N:5]=2)[CH:26]=1. Procedure details: A mixture of N-[1-(2-bromoethyl)-3-[5-chloro-2-(difluoromethoxy)phenyl]-1H-pyrazol-4-yl]pyrazolo[1,5-a]pyrimidine-3-carboxamide (150 mg, 0.29 mmol) and pyridin-3-ylmethanamine (158 mg, 1.46 mmol) in MeCN (3 mL) was stirred at 70° C. for 12 h. The resulting mixture was concentrated under vacuum. The crude product was purified by Flash-Prep-HPLC with the following conditions (IntelFlash-2): Column, C18 silica gel; mobile phase, CH3CN:H2O=5:95 increasing to CH3CN:H2O=30:42 within 12 min; Detector, ... Reactants: NC(=O)CCc1ccccc1, COCOC(C(=O)OC)C(Sc1ccccc1[N+](=O)[O-])c1ccc(OC(C)=O)cc1, CO. Product: COCOC(C(=O)OC)C(Sc1ccccc1[N+](=O)[O-])c1ccc(OC)cc1. As a reaction SMILES: [CH2:31]([CH2:32][C:33]([NH2:34])=[O:35])[c:36]1[cH:37][cH:38][cH:39][cH:40][cH:41]1.[CH3:1][O:2][CH2:3][O:4][CH:5]([C:6](=[O:7])[O:8][CH3:9])[CH:10]([S:11][c:12]1[c:13]([N+:18](=[O:19])[O-:20])[cH:14][cH:15][cH:16][cH:17]1)[c:21]1[cH:22][cH:23][c:24]([O:27][C:28](=[O:29])[CH3:30])[cH:25][cH:26]1.[CH3:42][OH:43]>>[CH3:1][O:2][CH2:3][O:4][CH:5]([C:6](=[O:7])[O:8][CH3:9])[CH:10]([S:11][c:12]1[c:13]([N+:18](=[O:19])[O-:20])[cH:14][cH:15][cH:16][cH:17]1)[c:21]1[cH:22][cH:23][c:24]([O:27][CH3:28])[cH:25][cH:26]1. Reactants: CNC, Cl, [K+], [K+], O=N[O-], COC(=O)c1cc(N)cs1, [Na+], O=C([O-])[O-], O. Product: COC(=O)c1cc(N=NN(C)C)cs1. Reaction SMILES: [CH3:22][NH:23][CH3:24].[ClH:11].[K+:16].[K+:17].[N:12]([O-:13])=[O:14].[NH2:1][c:2]1[cH:3][c:4]([C:7](=[O:8])[O:9][CH3:10])[s:5][cH:6]1.[Na+:15].[O-:18][C:19]([O-:20])=[O:21].[OH2:25]>>[N:1]([c:2]1[cH:3][c:4]([C:7](=[O:8])[O:9][CH3:10])[s:5][cH:6]1)=[N:12][N:23]([CH3:22])[CH3:24]. Reactants: ClC1=C2CCC(C2=CC(=C1)F)(O)CC(=O)OCC (ethyl 2-(4-chloro-6-fluoro-1-hydroxy-1-indanyl)acetate), [OH-].[Na+] (sodium hydroxide). The solvent is C(C)O (ethanol). Run at time 18 hour. The product is ClC1=C2CCC(C2=CC(=C1)F)(O)CC(=O)O (2-(4-chloro-6-fluoro-1-hydroxy-1-indanyl)acetic acid). The yield is 102.2%. As a reaction SMILES: [Cl:1][C:2]1[CH:10]=[C:9]([F:11])[CH:8]=[C:7]2[C:3]=1[CH2:4][CH2:5][C:6]2([CH2:13][C:14]([O:16]CC)=[O:15])[OH:12].[OH-].[Na+]>C(O)C>[Cl:1][C:2]1[CH:10]=[C:9]([F:11])[CH:8]=[C:7]2[C:3]=1[CH2:4][CH2:5][C:6]2([CH2:13][C:14]([OH:16])=[O:15])[OH:12] |f:1.2|. Procedure details: A mixture of ethyl 2-(4-chloro-6-fluoro-1-hydroxy-1-indanyl)acetate (14.5 g, 0.05 mol), 1N sodium hydroxide (52 ml) and absolute ethanol (100 ml) was stirred for 18 h at room temperature. The mixture was concentrated in vacuo, diluted with H2O and washed with diethyl ether. The aqueous phase was neutralised with 1.0N hydrochloric acid (52 ml) and extracted with diethyl ether. The diethyl ether extracts were dried over sodium sulphate, filtered and concentrated in vacuo to give 12.5 g (96%) of cr... Reactants: hydrochloride salt, N(N)C1=CC=C(CCC(=O)O)C=C1 (p-hydrazinohydrocinnamic acid), C(C)O (ethanol), Cl (hydrogen chloride), C(CC)(=O)C=1C=NC=CC1 (3-propionylpyridine), [OH-].[Na+] (sodium hydroxide). Run in O (water). The product is CC1=C(NC2=CC=C(C=C12)CCC(=O)OCC)C=1C=NC=CC1 (ethyl 3-methyl-2-(3-pyridyl)indole-5-propionate). RXN SMILES: [NH:1]([C:3]1[CH:13]=[CH:12][C:6]([CH2:7][CH2:8][C:9]([OH:11])=[O:10])=[CH:5][CH:4]=1)N.Cl.[C:15]([C:19]1[CH:20]=[N:21][CH:22]=[CH:23][CH:24]=1)(=O)[CH2:16][CH3:17].[OH-].[Na+].[CH2:27](O)[CH3:28]>O>[CH3:17][C:16]1[C:13]2[C:3](=[CH:4][CH:5]=[C:6]([CH2:7][CH2:8][C:9]([O:11][CH2:27][CH3:28])=[O:10])[CH:12]=2)[NH:1][C:15]=1[C:19]1[CH:20]=[N:21][CH:22]=[CH:23][CH:24]=1 |f:3.4|. Procedure details: To a suspension of p-hydrazinohydrocinnamic acid (Manske and Kulka, J. Can. Res., 25B: 376 (1947), 4.50 g) in 50 ml of absolute ethanol under nitrogen at room temperature was added while stirring 10 ml of a saturated ethanolic hydrogen chloride solution. A solution resulted in approximately 5 minutes. To the red-orange solution was added 3-propionylpyridine (3.37 g, 0.025 mole), the reaction mixture was heated to reflux and maintained at reflux for 18 hours. The resulting solution was cooled in ... The reactants are C(C)C1=CC=C(C=C1)O (4-ethylphenol), C1(=CC=CC=C1)S (thiophenol), ClCl (Chlorine). Run in ClCCl (dichloromethane). Run at time 8 hour. Yields the product C(C)C1=CC(=C(C=C1)O)SC1=CC=CC=C1 (4-Ethyl-2-(phenylthio) phenol). RXN SMILES: ClCl.[CH2:3]([C:5]1[CH:10]=[CH:9][C:8]([OH:11])=[CH:7][CH:6]=1)[CH3:4].[C:12]1([SH:18])[CH:17]=[CH:16][CH:15]=[CH:14][CH:13]=1>ClCCl>[CH2:3]([C:5]1[CH:10]=[CH:9][C:8]([OH:11])=[C:7]([S:18][C:12]2[CH:17]=[CH:16][CH:15]=[CH:14][CH:13]=2)[CH:6]=1)[CH3:4]. Procedure details: Chlorine gas was passed into a stirred, cooled (0° C.) solution of 4-ethylphenol (30.5g) and thiophenol (22g) in dichloromethane (100ml) for 3 hours. The solution was stirred overnight at room temperature the solvent was distilled off on a rotary evaporator and the residual oil was distilled, the product being in the higher boiling fraction (160°-180° C. at about 0.5 cm Hg). This fraction was chromatographed on a silica column, being eluted with hexane progressively enriched with chloroform to g... Reactants: O=C1CCC(=O)N1Br, CCOC(=O)N=C1SCCN1c1cccc(C(F)(F)F)c1, ClC(Cl)Cl. The product is CCOC(=O)N=C1[SH]=C(Br)CN1c1cccc(C(F)(F)F)c1. RXN SMILES: [Br:22][N:23]1[C:24](=[O:25])[CH2:26][CH2:27][C:28]1=[O:29].[CH2:1]([CH3:2])[O:3][C:4](=[O:5])[N:6]=[C:7]1[S:8][CH2:9][CH2:10][N:11]1[c:12]1[cH:13][c:14]([C:18]([F:19])([F:20])[F:21])[cH:15][cH:16][cH:17]1.[CH:30]([Cl:31])([Cl:32])[Cl:33]>>[CH2:1]([CH3:2])[O:3][C:4](=[O:5])[N:6]=[C:7]1[SH:8]=[C:9]([Br:22])[CH2:10][N:11]1[c:12]1[cH:13][c:14]([C:18]([F:19])([F:20])[F:21])[cH:15][cH:16][cH:17]1. The reactants are CCCC(OOC(=O)SCC)OC(=O)C1CCCC1, ClCCl, O=S(=O)(Cl)Cl. Product: CCCC(OOC(=O)Cl)OC(=O)C1CCCC1. Reaction SMILES: [C:1]([O:2][O:3][CH:4]([CH2:5][CH2:6][CH3:7])[O:8][C:9](=[O:10])[CH:11]1[CH2:12][CH2:13][CH2:14][CH2:15]1)([S:16][CH2:17][CH3:18])=[O:19].[Cl:25][CH2:26][Cl:27].[S:20]([Cl:21])(=[O:22])([Cl:23])=[O:24]>>[C:1]([O:2][O:3][CH:4]([CH2:5][CH2:6][CH3:7])[O:8][C:9](=[O:10])[CH:11]1[CH2:12][CH2:13][CH2:14][CH2:15]1)(=[O:19])[Cl:23].